The task is: describe an organic reaction: reactants, conditions, products, and yield. This data is from the Open Reaction Database (ORD), a public repository of structured organic reaction records. Reactants: O=C1N(C(C2=CC=CC=C12)=O)CC#N ((1,3-dioxo-1,3-dihydro-2H-isoindol-2-yl)acetonitrile), C(C)(=O)OCC.Cl (hydrogen chloride-ethyl acetate), O1CCCC1 (tetrahydrofuran), CCOP(=S)(OCC)S (O,O-diethyldithiophosphate). Solvent: O (Water). Run at time 5 hour. Yields the product O=C1N(C(C2=CC=CC=C12)=O)CC(N)=S (2-(1,3-dioxo-1,3-dihydro-2H-isoindol-2-yl)ethanethioamide). The yield is 51.0%. RXN SMILES: [O:1]=[C:2]1[C:10]2[C:5](=[CH:6][CH:7]=[CH:8][CH:9]=2)[C:4](=[O:11])[N:3]1[CH2:12][C:13]#[N:14].C(OCC)(=O)C.Cl.O1CCCC1.CCOP(S)(OCC)=[S:31]>O>[O:1]=[C:2]1[C:10]2[C:5](=[CH:6][CH:7]=[CH:8][CH:9]=2)[C:4](=[O:11])[N:3]1[CH2:12][C:13](=[S:31])[NH2:14] |f:1.2|. Procedure details: To a mixture of (1,3-dioxo-1,3-dihydro-2H-isoindol-2-yl)acetonitrile (15 g), 4 mol/L hydrogen chloride-ethyl acetate solution (40 mL) and tetrahydrofuran (50 mL) was added O,O-diethyldithiophosphate (15 mL), and the mixture was stirred at room temperature for 5 hr. Water was added to the reaction mixture, and the mixture was extracted with ethyl acetate and tetrahydrofuran. The extract was washed twice with water, and then washed with saturated brine and saturated aqueous sodium hydrogen carbona... The reactants are NC1=CC=NN1CC (5-amino-1-ethylpyrazole), IC1=C(C(=O)O)C=CC(=C1)OC (2-iodo-4-methoxybenzoic acid), C(=O)([O-])[O-].[K+].[K+] (K2CO3). Reagents/catalysts: [Cu] (copper). Run in O (water), O (water). Yields the product C(C)N1N=CC=C1NC=1C(C(=O)O)=CC=C(C1)OC (N-(1-ethylpyrazol-5-yl)-4-methoxyanthranilic acid). The yield is 56.2%. As a reaction SMILES: C([O-])([O-])=O.[K+].[K+].I[C:8]1[CH:16]=[C:15]([O:17][CH3:18])[CH:14]=[CH:13][C:9]=1[C:10]([OH:12])=[O:11].[NH2:19][C:20]1[N:24]([CH2:25][CH3:26])[N:23]=[CH:22][CH:21]=1>O.[Cu]>[CH2:25]([N:24]1[C:20]([NH:19][C:8]2[C:9](=[CH:13][CH:14]=[C:15]([O:17][CH3:18])[CH:16]=2)[C:10]([OH:12])=[O:11])=[CH:21][CH:22]=[N:23]1)[CH3:26] |f:0.1.2|. Procedure: K2CO3 (13.94 g, 0.101 mol) was dissolved in water (67 ml) and then 2-iodo-4-methoxybenzoic acid (25.3 g, 0.091 mol) was added, followed by 5-amino-1-ethylpyrazole (11.2 g, 0.101 mol) and finally copper (2.7 g). The reaction mixture was refluxed for 20 hours, cooled to room temperature and then water (350 ml) was added and the mixture was refluxed for 0.75 hours. The reaction mixture was cooled, and the product was collected by filtration, recrystallized from ethanol, and dried in an oven at 40° ... The reactants are C1CCNCC1, CC(=O)O, O=C1CNC(=S)N1, O=Cc1cc(O)c(O)c([N+](=O)[O-])c1. Product: O=C1NC(=S)NC1=Cc1cc(O)c(O)c([N+](=O)[O-])c1. As a reaction SMILES: [CH2:21]1[CH2:22][CH2:23][NH:24][CH2:25][CH2:26]1.[CH3:27][C:28](=[O:29])[OH:30].[NH:1]1[C:2](=[S:3])[NH:4][C:5](=[O:6])[CH2:7]1.[OH:8][c:9]1[cH:10][c:11]([CH:12]=[O:13])[cH:14][c:15]([N+:18](=[O:19])[O-:20])[c:16]1[OH:17]>>[NH:1]1[C:2](=[S:3])[NH:4][C:5](=[O:6])[C:7]1=[CH:12][c:11]1[cH:10][c:9]([OH:8])[c:16]([OH:17])[c:15]([N+:18](=[O:19])[O-:20])[cH:14]1. Starting materials: [Li]C(C)(C)C, CC(C)(C)OC(=O)Nc1ccccc1, O=C1CCC1, [Cl-], [NH4+]. Yields the product CC(C)(C)OC(=O)Nc1ccccc1C1(O)CCC1. RXN SMILES: [C:15]([Li:16])([CH3:17])([CH3:18])[CH3:19].[C:1]([CH3:2])([CH3:3])([CH3:4])[O:5][C:6]([NH:7][c:8]1[cH:9][cH:10][cH:11][cH:12][cH:13]1)=[O:14].[C:20]1(=[O:24])[CH2:21][CH2:22][CH2:23]1.[Cl-:25].[NH4+:26]>>[C:1]([CH3:2])([CH3:3])([CH3:4])[O:5][C:6]([NH:7][c:8]1[cH:9][cH:10][cH:11][cH:12][c:13]1[C:20]1([OH:24])[CH2:21][CH2:22][CH2:23]1)=[O:14]. Reported procedure: To an N,N-dimethylformamide solution (1.0 mL) of 1-(6-methyl-4-oxo-5-{[5-(trifluoromethyl)thiophen-2-yl]methyl}-4,5-dihydro-1,3,5-triazin-2-yl)piperidin-4-yl methanesulfonate (45.2 mg, 0.100 mmol) synthesized in Reference Synthesis Example 349, 4-bromo-1H-pyrazole (29.4 mg, 0.200 mmol) and potassium carbonate (27.6 mg, 0.200 mmol) were added and the resultant mixture was stirred at 100° C. for 1 hour. After the completion of the reaction, to the reaction solution, water was added and extraction ... As a reaction SMILES: CN(C)C=O.CS(O[CH:11]1[CH2:16][CH2:15][N:14]([C:17]2[N:18]=[C:19]([CH3:34])[N:20]([CH2:24][C:25]3[S:26][C:27]([C:30]([F:33])([F:32])[F:31])=[CH:28][CH:29]=3)[C:21](=[O:23])[N:22]=2)[CH2:13][CH2:12]1)(=O)=O.[Br:35][C:36]1[CH:37]=[N:38][NH:39][CH:40]=1.C(=O)([O-])[O-].[K+].[K+]>O>[Br:35][C:36]1[CH:37]=[N:38][N:39]([CH:11]2[CH2:16][CH2:15][N:14]([C:17]3[N:18]=[C:19]([CH3:34])[N:20]([CH2:24][C:25]4[S:26][C:27]([C:30]([F:33])([F:32])[F:31])=[CH:28][CH:29]=4)[C:21](=[O:23])[N:22]=3)[CH2:13][CH2:12]2)[CH:40]=1 |f:3.4.5|. The yield is 48.5%. Yields the product BrC=1C=NN(C1)C1CCN(CC1)C1=NC(N(C(=N1)C)CC=1SC(=CC1)C(F)(F)F)=O (4-[4-(4-Bromo-1H-pyrazol-1-yl)piperidin-1-yl]-6-methyl-1-{[5-(trifluoromethyl)thiophen-2-yl]methyl}-1,3,5-triazin-2(1H)-one). The reactants are CN(C=O)C (N,N-dimethylformamide), CS(=O)(=O)OC1CCN(CC1)C=1N=C(N(C(N1)=O)CC=1SC(=CC1)C(F)(F)F)C (1-(6-methyl-4-oxo-5-{[5-(trifluoromethyl)thiophen-2-yl]methyl}-4,5-dihydro-1,3,5-triazin-2-yl)piperidin-4-yl methanesulfonate), BrC=1C=NNC1 (4-bromo-1H-pyrazole), C([O-])([O-])=O.[K+].[K+] (potassium carbonate), resultant mixture. The solvent is O (water). Starting materials: BrB(Br)Br, CC(C)(COCc1ccccc1)c1nnc(N)s1, ClCCl, O. Yields the product CC(C)(CO)c1nnc(N)s1. As a reaction SMILES: [B:19]([Br:20])([Br:21])[Br:22].[CH2:1]([c:2]1[cH:3][cH:4][cH:5][cH:6][cH:7]1)[O:8][CH2:9][C:10]([CH3:11])([CH3:12])[c:13]1[n:14][n:15][c:16]([NH2:18])[s:17]1.[Cl:24][CH2:25][Cl:26].[OH2:23]>>[OH:8][CH2:9][C:10]([CH3:11])([CH3:12])[c:13]1[n:14][n:15][c:16]([NH2:18])[s:17]1.